From a dataset of the Open Reaction Database (ORD), a public repository of structured organic reaction records. describe an organic reaction: reactants, conditions, products, and yield Reactants: [OH-].[Na+].O (NaOH water), O (water), FC1=C(CN2C=CC=3C2=NC(=C(C3I)C(=O)OCC)C)C=CC=C1F (ethyl 1-(2,3-difluorobenzyl)-4-iodo-6-methyl-1H-pyrrolo[2,3-b]pyridine-5-carboxylate), CC(C)C[AlH]CC(C)C (DIBAL-H), O (water). The solvent is ClCCl (dichloromethane). Conditions: temperature 0 celsius, time 1.5 hour. The product is FC1=C(CN2C=CC=3C2=NC(=C(C3I)CO)C)C=CC=C1F ((1-(2,3-difluorobenzyl)-4-iodo-6-methyl-1H-pyrrolo[2,3-b]pyridin-5-yl)methanol). Isolated yield 89.7%. Reaction SMILES: [F:1][C:2]1[C:24]([F:25])=[CH:23][CH:22]=[CH:21][C:3]=1[CH2:4][N:5]1[C:9]2=[N:10][C:11]([CH3:20])=[C:12]([C:15](OCC)=[O:16])[C:13]([I:14])=[C:8]2[CH:7]=[CH:6]1.CC(C[AlH]CC(C)C)C.O.[OH-].[Na+].O>ClCCl>[F:1][C:2]1[C:24]([F:25])=[CH:23][CH:22]=[CH:21][C:3]=1[CH2:4][N:5]1[C:9]2=[N:10][C:11]([CH3:20])=[C:12]([CH2:15][OH:16])[C:13]([I:14])=[C:8]2[CH:7]=[CH:6]1 |f:3.4.5|. Reported procedure: To a solution of ethyl 1-(2,3-difluorobenzyl)-4-iodo-6-methyl-1H-pyrrolo[2,3-b]pyridine-5-carboxylate (10 g, 21.92 mmol) in dichloromethane (DCM) (160 mL) at −55° C. under nitrogen atmosphere was added dropwise DIBAL-H (129 mL, 129 mmol) (1M/toluene) in ˜20 min and then the mixture was allowed to warm to 0° C. in 1 h and stirred at 0° C. for 1.5 h. The mixture was cooled to −20° C. and water (5.2 mL) was added dropwise followed by 15% NaOH/water (5.2 mL) and water (12.9 ml) and stirring at ambie... Reactants: FC(C=1C=C(C=C(C1)C(F)(F)F)[C@@H](C)O)(F)F ((1R)-1-[3,5-bis(trifluoromethyl)phenyl]ethanol), [H-].[Na+] (sodium hydride), C(C=C)Br (allyl bromide). Solvent: O1CCCC1 (tetrahydrofuran). Reaction conditions: time 30 minute. Product: FC(C=1C=C(C=C(C1)C(F)(F)F)[C@@H](C)OCC=C)(F)F (Allyl (1R)-1-[3,5-bis(trifluoromethyl)phenyl]ethyl ether). As a reaction SMILES: [F:1][C:2]([F:17])([F:16])[C:3]1[CH:4]=[C:5]([C@H:13]([OH:15])[CH3:14])[CH:6]=[C:7]([C:9]([F:12])([F:11])[F:10])[CH:8]=1.[H-].[Na+].[CH2:20](Br)[CH:21]=[CH2:22]>O1CCCC1>[F:1][C:2]([F:16])([F:17])[C:3]1[CH:4]=[C:5]([C@H:13]([O:15][CH2:22][CH:21]=[CH2:20])[CH3:14])[CH:6]=[C:7]([C:9]([F:10])([F:11])[F:12])[CH:8]=1 |f:1.2|. Reported procedure: To a stirred solution of (1R)-1-[3,5-bis(trifluoromethyl)phenyl]ethanol (5.00 g) in tetrahydrofuran (20 ml) at 0° C. was added sodium hydride (60% dispersion in mineral oil, 1.16 g). After 30 minutes, allyl bromide (3.35 ml) was added and the mixture refluxed for 16 hours. The reaction was quenched by careful addition of saturated NH4Cl solution at 0° C. and diluted with diethyl ether. The organics were dried (brine, MgSO4) and concentrated under reduced pressure to afford the title compound as ...